From a dataset of the Open Reaction Database (ORD), a public repository of structured organic reaction records. describe an organic reaction: reactants, conditions, products, and yield Starting materials: N1=CNC2=C1C=CC=C2 (Benzimidazole), [H-].[Na+] (NaH), BrCCCC1=C2C(C(=O)NC2=O)=CC=C1 (3-bromopropylphthalimide), [H][H] (hydrogen), NN (hydrazine). Solvent: C1CCOC1 (THF), oil, CO (methanol), ClCCl (dichloromethane), O (water). Conditions: temperature 80 celsius. Product: N1=C(NC2=C1C=CC=C2)CCCN (3-benzimidazolylpropyl amine). Reaction SMILES: [N:1]1[C:5]2[CH:6]=[CH:7][CH:8]=[CH:9][C:4]=2[NH:3][CH:2]=1.[H-].[Na+].[H][H].BrCCCC1C=CC=[C:20]2[C:21]([NH:23]C(=O)[C:19]=12)=O.NN>C1COCC1.ClCCl.O.CO>[N:1]1[C:5]2[CH:6]=[CH:7][CH:8]=[CH:9][C:4]=2[NH:3][C:2]=1[CH2:19][CH2:20][CH2:21][NH2:23] |f:1.2|. Procedure details: Benzimidazole (2.4 g, 20 mmol) in dry THF (40 ml) was treated at room temperature with 60% NaH in oil (0.96 g). After hydrogen evolution ceased, 3-bromopropylphthalimide (5.36 g, 20 mmol) was added and the mixture heated at 80° C. overnight. The reaction was cooled, diluted with dichloromethane and water and then extracted twice with 5% aqueous potassium carbonate solution. The organic layer was dried over sodium sulfate and concentrated in vacuo to give a beige solid, 4.1 g. The solid was disso...